This data is from the Open Reaction Database (ORD), a public repository of structured organic reaction records. The task is: describe an organic reaction: reactants, conditions, products, and yield Reactants: C(C)C=1N(C=C(N1)C1=CC=CC=C1)C1=CC=C(C=C1)CCNC([O-])=O (2-[4-(2-ethyl-4-phenyl-1H-imidazol-1-yl)phenyl]ethylcarbamate), ClC1=CC=C(C=C1)S(=O)(=O)N (4-chlorobenzenesulfonamide). Product: ClC1=CC=C(C=C1)S(=O)(=O)NC(=O)NCCC1=CC=C(C=C1)N1C(=NC(=C1)C1=CC=CC=C1)CC (4-chloro-N-[({2-[4-(2-ethyl-4-phenyl-1H-imidazol-1-yl)phenyl]ethyl}amino)carbonyl]benzenesulfonamide). Reaction SMILES: [CH2:1]([C:3]1[N:4]([C:14]2[CH:19]=[CH:18][C:17]([CH2:20][CH2:21][NH:22][C:23](=O)[O-:24])=[CH:16][CH:15]=2)[CH:5]=[C:6]([C:8]2[CH:13]=[CH:12][CH:11]=[CH:10][CH:9]=2)[N:7]=1)[CH3:2].[Cl:26][C:27]1[CH:32]=[CH:31][C:30]([S:33]([NH2:36])(=[O:35])=[O:34])=[CH:29][CH:28]=1>>[Cl:26][C:27]1[CH:28]=[CH:29][C:30]([S:33]([NH:36][C:23]([NH:22][CH2:21][CH2:20][C:17]2[CH:16]=[CH:15][C:14]([N:4]3[CH:5]=[C:6]([C:8]4[CH:9]=[CH:10][CH:11]=[CH:12][CH:13]=4)[N:7]=[C:3]3[CH2:1][CH3:2])=[CH:19][CH:18]=2)=[O:24])(=[O:34])=[O:35])=[CH:31][CH:32]=1. Procedure details: The title compound was prepared according to the procedure described in step 2 of Example 18 from 2-[4-(2-ethyl-4-phenyl-1H-imidazol-1-yl)phenyl]ethylcarbamate and 4-chlorobenzenesulfonamide. MS (ESI) m/z 509 [M+H]+, 507 [M−H]−, 1H-NMR (DMSO-d6) δ 1.14 (3H, t, J=7.5 Hz), 2.62 (2H, q, J=7.5 Hz), 2.72 (2H, t, J=7.1 Hz), 3.18-3.30 (2H, m), 6.60 (1H, t, J=5.7 Hz), 7.19 (1H, tt, J=7.3, 1.3 Hz), 7.28-7.38 (6H, m), 7.64-7.70 (2H, m), 7.76-7.80 (2H, m), 7.88 (2H, dt, J=11.2, 2.6 Hz).